This data is from the Open Reaction Database (ORD), a public repository of structured organic reaction records. The task is: describe an organic reaction: reactants, conditions, products, and yield The reactants are C(C)(C)(C)OC(=O)N1C(C=2C=C3C(=CC2CC1)OCO3)CC3=CC=C(C=C3)C=3C=NC=CC3Cl (5-[4-(4-Chloropyridin-3-yl)benzyl]-7,8-dihydro-5H-[1,3]dioxolo[4,5-g]isoquinoline-6-carboxylic acid tert-butyl ester), FC(C(=O)O)(F)F (trifluoroacetic acid). Run in ClCCl (dichloromethane). Run at time 2 hour. The product is Cl.Cl.ClC1=C(C=NC=C1)C1=CC=C(CC2NCCC=3C=C4C(=CC23)OCO4)C=C1 (5-[4-(4-Chloropyridin-3-yl)benzyl]-5,6,7,8-tetrahydro-[1,3]dioxolo[4,5-g]isoquinoline dihydrochloride salt), white-solid. Yield: 50.0%. As a reaction SMILES: C(OC([N:8]1[CH2:17][CH2:16][C:15]2[CH:14]=[C:13]3[O:18][CH2:19][O:20][C:12]3=[CH:11][C:10]=2[CH:9]1[CH2:21][C:22]1[CH:27]=[CH:26][C:25]([C:28]2[CH:29]=[N:30][CH:31]=[CH:32][C:33]=2[Cl:34])=[CH:24][CH:23]=1)=O)(C)(C)C.FC(F)(F)C(O)=O>ClCCl>[ClH:34].[ClH:34].[Cl:34][C:33]1[CH:32]=[CH:31][N:30]=[CH:29][C:28]=1[C:25]1[CH:26]=[CH:27][C:22]([CH2:21][CH:9]2[C:10]3[CH:11]=[C:12]4[O:20][CH2:19][O:18][C:13]4=[CH:14][C:15]=3[CH2:16][CH2:17][NH:8]2)=[CH:23][CH:24]=1 |f:3.4.5|. Reported procedure: To a solution of 5-[4-(4-chloropyridin-3-yl)benzyl]-7,8-dihydro-5H-[1,3]dioxolo[4,5-g]isoquinoline-6-carboxylic acid tert-butyl ester 40 (0.220 g, 0.459 mmol) in anhydrous dichloromethane (10 mL) was added trifluoroacetic acid (4.190 g, 36.744 mmol) at 0° C., the reaction mixture was warmed to room temperature and stirred at the same temperature for 2 h. The mixture was concentrated under reduced pressure, repeatedly evaporated using dichloromethane. The residue was treated with aqueous HCl and ... Starting materials: C(C1=CC=CC=C1)N1C(C2=CC=C(C=C2C(=C1C(=O)O)C1=CC=CC=C1)Br)=O (2-benzyl-6-bromo-1-oxo-4-phenyl-1,2-dihydroisoquinoline-3-carboxylic acid), N1=CC=C(C=C1)CO (4-pyridinemethanol), powder. The product is N1=CC=C(C=C1)COC(=O)C=1N(C(C2=CC=C(C=C2C1C1=CC=CC=C1)Br)=O)CC1=CC=CC=C1 (2-benzyl-6-bromo-1-oxo-4-phenyl-1,2-dihydroisoquinoline-3-carboxylic acid pyridin-4-ylmethyl ester). Reaction SMILES: [CH2:1]([N:8]1[C:17]([C:18]([OH:20])=[O:19])=[C:16]([C:21]2[CH:26]=[CH:25][CH:24]=[CH:23][CH:22]=2)[C:15]2[C:10](=[CH:11][CH:12]=[C:13]([Br:27])[CH:14]=2)[C:9]1=[O:28])[C:2]1[CH:7]=[CH:6][CH:5]=[CH:4][CH:3]=1.[N:29]1[CH:34]=[CH:33][C:32]([CH2:35]O)=[CH:31][CH:30]=1>>[N:29]1[CH:34]=[CH:33][C:32]([CH2:35][O:19][C:18]([C:17]2[N:8]([CH2:1][C:2]3[CH:3]=[CH:4][CH:5]=[CH:6][CH:7]=3)[C:9](=[O:28])[C:10]3[C:15]([C:16]=2[C:21]2[CH:22]=[CH:23][CH:24]=[CH:25][CH:26]=2)=[CH:14][C:13]([Br:27])=[CH:12][CH:11]=3)=[O:20])=[CH:31][CH:30]=1. Procedure: The present compound was synthesized by a method similar to that in Example 200 and using 2-benzyl-6-bromo-1-oxo-4-phenyl-1,2-dihydroisoquinoline-3-carboxylic acid (200 mg) and 4-pyridinemethanol. A colorless powder (160 mg). Yields the product Cl.Cl.N[C@H](C(=O)NC1(CC1)C1=NC=CC=C1)C ((S)-2-amino-N-(1-pyridin-2-yl-cyclopropyl)-propionamide dihydrochloride). Reported procedure: A solution of [(S)-1-(1-pyridin-2-yl-cyclopropylcarbamoyl)-ethyl]-carbamic acid tert-butyl ester (120 mg, 0.39 mmol) in CH2Cl2 (5 mL) was added 4M HCl in dioxane (0.98 mL, 3.9 mmol). The solution stirred for 4 hours then was concentrated in vacuo to afford crude (S)-2-amino-N-(1-pyridin-2-yl-cyclopropyl)-propionamide dihydrochloride (100 mg, 0.36 mmol). Conditions: time 4 hour. Reactants: C(C)(C)(C)OC(N[C@@H](C)C(NC1(CC1)C1=NC=CC=C1)=O)=O ([(S)-1-(1-pyridin-2-yl-cyclopropylcarbamoyl)-ethyl]-carbamic acid tert-butyl ester), Cl (HCl), O1CCOCC1 (dioxane). Run in C(Cl)Cl (CH2Cl2). As a reaction SMILES: C(OC(=O)[NH:7][C@H:8]([C:10](=[O:21])[NH:11][C:12]1([C:15]2[CH:20]=[CH:19][CH:18]=[CH:17][N:16]=2)[CH2:14][CH2:13]1)[CH3:9])(C)(C)C.[ClH:23].O1CCOCC1>C(Cl)Cl>[ClH:23].[ClH:23].[NH2:7][C@@H:8]([CH3:9])[C:10]([NH:11][C:12]1([C:15]2[CH:20]=[CH:19][CH:18]=[CH:17][N:16]=2)[CH2:14][CH2:13]1)=[O:21] |f:4.5.6|. Reactants: S1C(=CC=C1)Cl (Thienyl chloride), COCCN1N=C2C=CC=CC2=C1C(=O)O (2-(2-methoxyethyl)-2H-indazole-3-carboxylic acid). Solvent: C1(=CC=CC=C1)C (toluene). Product: COCCN1N=C2C=CC=CC2=C1C(=O)Cl (2-(2-methoxyethyl)-2H-indazole-3-carbonyl chloride). Isolated yield 102.1%. Reaction SMILES: S1C=CC=C1[Cl:6].[CH3:7][O:8][CH2:9][CH2:10][N:11]1[C:19]([C:20]([OH:22])=O)=[C:18]2[C:13]([CH:14]=[CH:15][CH:16]=[CH:17]2)=[N:12]1>C1(C)C=CC=CC=1>[CH3:7][O:8][CH2:9][CH2:10][N:11]1[C:19]([C:20]([Cl:6])=[O:22])=[C:18]2[C:13]([CH:14]=[CH:15][CH:16]=[CH:17]2)=[N:12]1. Procedure: Thienyl chloride (2.6 ml; 0.036 mol) was added to a suspension of 2-(2-methoxyethyl)-2H-indazole-3-carboxylic acid (3.6 g; 0.016 mol) in toluene (100 ml) and the reaction mixture was heated under reflux for 24 h. The solvent was removed by evaporation at reduced pressure and the residue was taken up twice in n-hexane. 3.9 g of 2-(2-methoxyethyl)-2H-indazole-3-carbonyl chloride was thus obtained. Starting materials: ClC=1C=C(C=CC1)[C@H]1C[C@](C(N([C@@H]1C1=CC=C(C=C1)Cl)[C@H](CO)CC)=O)(C)CC(=O)OC (Methyl 2-((3R,5R,6S)-5-(3-chlorophenyl)-6-(4-chlorophenyl)-1-((S)-1-hydroxybutan-2-yl)-3-methyl-2-oxopiperidin-3-yl)acetate), C(C1=CC=CC=C1)S (benzyl mercaptan), C(#N)C=P(CCCC)(CCCC)CCCC (cyanomethylenetributylphosphorane). The solvent is C1(=CC=CC=C1)C (toluene). Reaction conditions: temperature 100 celsius. Yields the product C(C1=CC=CC=C1)SC[C@H](CC)N1C([C@@](C[C@@H]([C@H]1C1=CC=C(C=C1)Cl)C1=CC(=CC=C1)Cl)(C)CC(=O)OC)=O (Methyl 2-((3R,5R,6S)-1-((S)-1-(benzylthio)butan-2-yl)-5-(3-chlorophenyl)-6-(4-chlorophenyl)-3-methyl-2-oxopiperidin-3-yl)acetate). As a reaction SMILES: [Cl:1][C:2]1[CH:3]=[C:4]([C@@H:8]2[C@@H:13]([C:14]3[CH:19]=[CH:18][C:17]([Cl:20])=[CH:16][CH:15]=3)[N:12]([C@@H:21]([CH2:24][CH3:25])[CH2:22]O)[C:11](=[O:26])[C@:10]([CH2:28][C:29]([O:31][CH3:32])=[O:30])([CH3:27])[CH2:9]2)[CH:5]=[CH:6][CH:7]=1.[CH2:33]([SH:40])[C:34]1[CH:39]=[CH:38][CH:37]=[CH:36][CH:35]=1.C(C=P(CCCC)(CCCC)CCCC)#N>C1(C)C=CC=CC=1>[CH2:33]([S:40][CH2:22][C@@H:21]([N:12]1[C@H:13]([C:14]2[CH:19]=[CH:18][C:17]([Cl:20])=[CH:16][CH:15]=2)[C@@H:8]([C:4]2[CH:5]=[CH:6][CH:7]=[C:2]([Cl:1])[CH:3]=2)[CH2:9][C@@:10]([CH2:28][C:29]([O:31][CH3:32])=[O:30])([CH3:27])[C:11]1=[O:26])[CH2:24][CH3:25])[C:34]1[CH:39]=[CH:38][CH:37]=[CH:36][CH:35]=1. Procedure details: To a solution of methyl 2-((3R,5R,6S)-5-(3-chlorophenyl)-6-(4-chlorophenyl)-1-((S)-1-hydroxybutan-2-yl)-3-methyl-2-oxopiperidin-3-yl)acetate (214.4 mg, 0.448 mmol; Example 186, Step A) in toluene (2.0 mL) was added benzyl mercaptan (0.106 mL, 0.90 mmol), followed by cyanomethylenetributylphosphorane (0.235 mL, 0.896 mmol; TCI). The solution was heated at 100° C. for 3.75 hours, then concentrated in vacuo. Purification of the residue by chromatography on silica gel (12 g SiO2, 0% to 50% EtOAc in ... Reactants: CN(C)CCN, CO, COC(=O)Cc1ccc(OCc2ccc(-c3ccccc3)cc2)cc1, c1nc[nH]n1. The product is CN(C)CCNC(=O)Cc1ccc(OCc2ccc(-c3ccccc3)cc2)cc1. Reaction SMILES: [CH3:26][N:27]([CH2:28][CH2:29][NH2:30])[CH3:31].[CH3:37][OH:38].[c:1]1(-[c:20]2[cH:21][cH:22][cH:23][cH:24][cH:25]2)[cH:2][cH:3][c:4]([CH2:7][O:8][c:9]2[cH:10][cH:11][c:12]([CH2:15][C:16](=[O:17])[O:18][CH3:19])[cH:13][cH:14]2)[cH:5][cH:6]1.[nH:32]1[cH:33][n:34][cH:35][n:36]1>>[c:1]1(-[c:20]2[cH:21][cH:22][cH:23][cH:24][cH:25]2)[cH:2][cH:3][c:4]([CH2:7][O:8][c:9]2[cH:10][cH:11][c:12]([CH2:15][C:16](=[O:17])[NH:30][CH2:29][CH2:28][N:27]([CH3:26])[CH3:31])[cH:13][cH:14]2)[cH:5][cH:6]1.